From a dataset of the Open Reaction Database (ORD), a public repository of structured organic reaction records. describe an organic reaction: reactants, conditions, products, and yield Starting materials: C(C)(C)N1N=CN=C1C=1SC=2CCOC3=C(C2N1)C=CC(=C3)C3CCN(CC3)CCOC3OCCCC3 (2-(2-isopropyl-2H-[1,2,4]triazol-3-yl)-8-{1-[2-(tetrahydro-pyran-2-yloxy)-ethyl]-piperidin-4-yl}-4,5-dihydro-6-oxa-3-thia-1-aza-benzo[e]azulene), Cl (HCl). The solvent is CO (MeOH). Conditions: time 30 minute. The product is C(C)(C)N1N=CN=C1C=1SC=2CCOC3=C(C2N1)C=CC(=C3)C3CCN(CC3)CCO (2-{4-[2-(2-Isopropyl-2H-[1,2,4]triazol-3-yl)-4,5-dihydro-6-oxa-3-thia-1-aza-benzo[e]azulen-8-yl]-piperidin-1-yl}-ethanol). Yield: 154.7%. Reaction SMILES: [CH:1]([N:4]1[C:8]([C:9]2[S:10][C:11]3[CH2:12][CH2:13][O:14][C:15]4[CH:22]=[C:21]([CH:23]5[CH2:28][CH2:27][N:26]([CH2:29][CH2:30][O:31]C6CCCCO6)[CH2:25][CH2:24]5)[CH:20]=[CH:19][C:16]=4[C:17]=3[N:18]=2)=[N:7][CH:6]=[N:5]1)([CH3:3])[CH3:2].Cl>CO>[CH:1]([N:4]1[C:8]([C:9]2[S:10][C:11]3[CH2:12][CH2:13][O:14][C:15]4[CH:22]=[C:21]([CH:23]5[CH2:28][CH2:27][N:26]([CH2:29][CH2:30][OH:31])[CH2:25][CH2:24]5)[CH:20]=[CH:19][C:16]=4[C:17]=3[N:18]=2)=[N:7][CH:6]=[N:5]1)([CH3:3])[CH3:2]. Reported procedure: To a solution of 2-(2-isopropyl-2H-[1,2,4]triazol-3-yl)-8-{1-[2-(tetrahydro-pyran-2-yloxy)-ethyl]-piperidin-4-yl}-4,5-dihydro-6-oxa-3-thia-1-aza-benzo[e]azulene (103 mg, 0.20 mmol) in MeOH (2 mL) was added HCl (1 mL, 4N in dioxan) and the reaction mixture stirred at RT for 30 min. The reaction mixture was concentrated in vacuo and the residue freeze dried from MeOH/H2O to give 512 as a solid (136 mg). LCMS: RT=3.16 min, [M+H]+=440 [ad823338] 1H NMR 400 MHz (d6-DMSO) δ: 8.27 (1H, d, J=8.19 Hz), 8... Reactants: OC1(COC2=C(OC1)C=CC(=C2)O)CNC(C)C (3,7-Dihydroxy-3-isopropylaminomethyl-3,4-dihydro-2H-1,5-benzodioxepin), [N+](=[N-])=C (diazomethane). The solvent is C(C)OCC (diethyl ether), C(C)OCC (diethyl ether). Yields the product OC1(COC2=C(OC1)C=CC(=C2)OC)CNC(C)C (3-hydroxy-3-isopropylaminomethyl-7-methoxy-3,4-dihydro-2H-1,5-benzodioxepin). Reaction SMILES: [OH:1][C:2]1([CH2:14][NH:15][CH:16]([CH3:18])[CH3:17])[CH2:8][O:7][C:6]2[CH:9]=[CH:10][C:11]([OH:13])=[CH:12][C:5]=2[O:4][CH2:3]1.[N+](=[CH2:21])=[N-]>C(OCC)C>[OH:1][C:2]1([CH2:14][NH:15][CH:16]([CH3:18])[CH3:17])[CH2:8][O:7][C:6]2[CH:9]=[CH:10][C:11]([O:13][CH3:21])=[CH:12][C:5]=2[O:4][CH2:3]1. Reported procedure: 3,7-Dihydroxy-3-isopropylaminomethyl-3,4-dihydro-2H-1,5-benzodioxepin (2.53 g.; 10 millimoles) from Example 89 dissolved in 50 ml. of diethyl ether is left 10 hours at ambient temperature with 0.46 g. (11 millimoles) of diazomethane in 25 ml. of diethyl ether. Excess diazomethane is destroyed by addition of a few drops of acetic acid. The solution then is washed with water, dried over anhydrous sodium sulfate, and evaporated to dryness to give 3-hydroxy-3-isopropylaminomethyl-7-methoxy-3,4-dihyd... Reactants: CCN(CCc1ccc(C#N)cc1)C(=O)CCCNCS(=O)(=O)c1cccc(Cl)c1Cl, NCCN, S. Yields the product CCN(CCc1ccc(C2=NCCN2)cc1)C(=O)CCCNCS(=O)(=O)c1cccc(Cl)c1Cl. As a reaction SMILES: [C:1](#[N:2])[c:3]1[cH:4][cH:5][c:6]([CH2:9][CH2:10][N:11]([C:12]([CH2:13][CH2:14][CH2:15][NH:16][CH2:17][S:18](=[O:19])(=[O:20])[c:21]2[c:22]([Cl:28])[c:23]([Cl:27])[cH:24][cH:25][cH:26]2)=[O:29])[CH2:30][CH3:31])[cH:7][cH:8]1.[NH2:33][CH2:34][CH2:35][NH2:36].[S:32]>>[C:1]1([c:3]2[cH:4][cH:5][c:6]([CH2:9][CH2:10][N:11]([C:12]([CH2:13][CH2:14][CH2:15][NH:16][CH2:17][S:18](=[O:19])(=[O:20])[c:21]3[c:22]([Cl:28])[c:23]([Cl:27])[cH:24][cH:25][cH:26]3)=[O:29])[CH2:30][CH3:31])[cH:7][cH:8]2)=[N:2][CH2:35][CH2:34][NH:33]1. Reactants: CC1([C@@H]2[C@H]1CC1=C(SC(=C21)C)C(C)=O)C ((1aS,5aR)-1-(1,1,2-trimethyl-1,1a,5,5a-tetrahydro-3-thia-cyclopropa[a]pen-talen-4-yl)-ethanone), Cl (HCl), C(C)C=1C=C(C=O)C=C(C1O)CC (3,5-diethyl-4-hydroxy-benzaldehyde), COC(=O)[C@H](CC1=CC=CC=C1)NC(=O)[C@H](CC(=O)O)N.Cl (Usal). The solvent is C(C)O (ethanol), C(C)(C)O (isopropanol), CC(OCC)=O (EA). Reaction conditions: time 18 hour. The product is C(C)C=1C=C(C=C(C1O)CC)CCC(=O)C1=C2C[C@@H]3[C@H](C2=C(S1)C)C3(C)C (3-(3,5-diethyl-4-hydroxy-phenyl)-1-((1aS,5aR)-1,1,2-trimethyl-1,1a,5,5a-tetrahydro-3-thia-cyclopropa[a]pentalen-4-yl)-propan-1-one). RXN SMILES: [CH3:1][C:2]1([CH3:15])[C@@H:4]2[CH2:5][C:6]3[C:10]([C@H:3]12)=[C:9]([CH3:11])[S:8][C:7]=3[C:12](=[O:14])[CH3:13].[CH2:16]([C:18]1[CH:19]=[C:20]([CH:23]=[C:24]([CH2:27][CH3:28])[C:25]=1[OH:26])[CH:21]=O)[CH3:17].COC([C@@H](NC([C@@H](N)CC(O)=O)=O)CC1C=CC=CC=1)=O.Cl.Cl>C(O)C.C(O)(C)C.CC(=O)OCC>[CH2:16]([C:18]1[CH:19]=[C:20]([CH2:21][CH2:13][C:12]([C:7]2[S:8][C:9]([CH3:11])=[C:10]3[C:6]=2[CH2:5][C@H:4]2[C:2]([CH3:15])([CH3:1])[C@H:3]23)=[O:14])[CH:23]=[C:24]([CH2:27][CH3:28])[C:25]=1[OH:26])[CH3:17] |f:2.3|. Reported procedure: A solution of (1aS,5aR)-1-(1,1,2-trimethyl-1,1a,5,5a-tetrahydro-3-thia-cyclopropa[a]pen-talen-4-yl)-ethanone (890 mg, 4.04 mmol) and 3,5-diethyl-4-hydroxy-benzaldehyde (900 mg, 5.05 mmol, Lit: G. Trapani, A. Latrofa, M. Franco, C. Altomare, E. Sanna, M. Usal, G. Biggio, G. Liso J. Med. Chem. 41 (1998) 1846-1854; G. G. Ecke, J. P. Napolitano, A. H. Bilbey, A. J. Kolka, J. Org. Chem. 22 (1957) 639-642) in ethanol (7.5 mL) and 5 N HCl in isopropanol (2.5 mL) is stirred at rt for 72 h. The mixture i... The reactants are N1N=CC2=CC=C(C=C12)NC=1C2=C(N=C(N1)NC1=CC=C(C=C1)N1CCN(CC1)C(C)=O)N(C=C2)S(=O)(=O)C2=CC=C(C)C=C2 (1-(4-(4-(4-(1H-indazol-6-ylamino)-7-tosyl-7H-pyrrolo[2,3-d]pyrimidin-2-ylamino)phenyl)piperazin-1-yl)ethanone), [OH-].[K+] (potassium hydroxide). Solvent: CO (methanol). Run at temperature 60 celsius. Product: N1N=CC2=CC=C(C=C12)NC=1C2=C(N=C(N1)NC1=CC=C(C=C1)N1CCN(CC1)C(C)=O)NC=C2 (1-(4-(4-(4-(1H-indazol-6-ylamino)-7H-pyrrolo[2,3-d]pyrimidin-2-ylamino)phenyl)piperazin-1-yl)ethanone). Isolated yield 46.3%. As a reaction SMILES: [NH:1]1[C:9]2[C:4](=[CH:5][CH:6]=[C:7]([NH:10][C:11]3[C:12]4[CH:35]=[CH:34][N:33](S(C5C=CC(C)=CC=5)(=O)=O)[C:13]=4[N:14]=[C:15]([NH:17][C:18]4[CH:23]=[CH:22][C:21]([N:24]5[CH2:29][CH2:28][N:27]([C:30](=[O:32])[CH3:31])[CH2:26][CH2:25]5)=[CH:20][CH:19]=4)[N:16]=3)[CH:8]=2)[CH:3]=[N:2]1.[OH-].[K+]>CO>[NH:1]1[C:9]2[C:4](=[CH:5][CH:6]=[C:7]([NH:10][C:11]3[C:12]4[CH:35]=[CH:34][NH:33][C:13]=4[N:14]=[C:15]([NH:17][C:18]4[CH:23]=[CH:22][C:21]([N:24]5[CH2:25][CH2:26][N:27]([C:30](=[O:32])[CH3:31])[CH2:28][CH2:29]5)=[CH:20][CH:19]=4)[N:16]=3)[CH:8]=2)[CH:3]=[N:2]1 |f:1.2|. Procedure: To a solution of 1-(4-(4-(4-(1H-indazol-6-ylamino)-7-tosyl-7H-pyrrolo[2,3-d]pyrimidin-2-ylamino)phenyl)piperazin-1-yl)ethanone (60 mg, 0.097 mmol) in methanol (MeOH) (4 mL), aq. 1N potassium hydroxide (KOH) (1.0 mL, 1.0 mmol) was added. The mixture was heated at 60° C. for 5 h before it was concentrated in vacuo. The residue was acidified with acetic acid (HOAc) (1 mL) before being purified by HPLC to give 1-(4-(4-(4-(1H-indazol-6-ylamino)-7H-pyrrolo[2,3-d]pyrimidin-2-ylamino)phenyl)piperazin-1-... The reactants are BrCc1ccc(-c2ncon2)cc1, O=C([O-])[O-], O=S(=O)(NC1CCCCC1CO)c1ccc(Cl)cc1, O=S(=O)(c1ccc(Cl)cc1)N(Cc1ccc(-c2ncco2)c(F)c1F)C1CCCCC1CO, [Cs+], [Cs+]. The product is O=S(=O)(c1ccc(Cl)cc1)N(Cc1ccc(-c2ncon2)cc1)C1CCCCC1CO. RXN SMILES: [Br:26][CH2:27][c:28]1[cH:29][cH:30][c:31](-[c:34]2[n:35][o:36][cH:37][n:38]2)[cH:32][cH:33]1.[C:20](=[O:21])([O-:22])[O-:23].[Cl:1][c:2]1[cH:3][cH:4][c:5]([S:8](=[O:9])(=[O:10])[NH:11][CH:12]2[CH:13]([CH2:18][OH:19])[CH2:14][CH2:15][CH2:16][CH2:17]2)[cH:6][cH:7]1.[Cl:39][c:40]1[cH:41][cH:42][c:43]([S:44]([N:45]([CH2:46][c:47]2[cH:48][cH:49][c:50](-[c:51]3[o:52][cH:53][cH:54][n:55]3)[c:56]([F:57])[c:58]2[F:59])[CH:60]2[CH2:61][CH2:62][CH2:63][CH2:64][CH:65]2[CH2:66][OH:67])(=[O:68])=[O:69])[cH:70][cH:71]1.[Cs+:24].[Cs+:25]>>[Cl:1][c:2]1[cH:3][cH:4][c:5]([S:8](=[O:9])(=[O:10])[N:11]([CH:12]2[CH:13]([CH2:18][OH:19])[CH2:14][CH2:15][CH2:16][CH2:17]2)[CH2:27][c:28]2[cH:29][cH:30][c:31](-[c:34]3[n:35][o:36][cH:37][n:38]3)[cH:32][cH:33]2)[cH:6][cH:7]1. The reactants are [I-].[Na+] (sodium iodide), ClCCl (dichloromethane), N1=CC(=CC=C1)B(O)O (pyridin-3-ylboronic acid), ClC=1C=C2C(=CNC2=CC1)CCNC(C1=CC=C(C=C1)CCl)=O (N-(2-(5-chloro-1H-indol-3-yl)ethyl)-4-(chloromethyl)benzamide), C([O-])([O-])=O.[Na+].[Na+] (sodium carbonate). The reagents and catalysts are C1=CC=C(C=C1)P([C-]2C=CC=C2)C3=CC=CC=C3.C1=CC=C(C=C1)P([C-]2C=CC=C2)C3=CC=CC=C3.Cl[Pd]Cl.[Fe+2] ([1,1′-bis(diphenylphosphino)ferrocene]palladium(II) chloride). Run in O (water), C(OC)COC (dimethoxyethane). Yields the product eluent, ClC=1C=C2C(=CNC2=CC1)CCNC(C1=CC=C(C=C1)CC=1C=NC=CC1)=O (N-(2-(5-Chloro-1H-indol-3-yl)ethyl)-4-(pyridin-3-ylmethyl)benzamide). The yield is 20.0%. Reaction SMILES: [N:1]1[CH:6]=[CH:5][CH:4]=[C:3](B(O)O)[CH:2]=1.[Cl:10][C:11]1[CH:12]=[C:13]2[C:17](=[CH:18][CH:19]=1)[NH:16][CH:15]=[C:14]2[CH2:20][CH2:21][NH:22][C:23](=[O:32])[C:24]1[CH:29]=[CH:28][C:27]([CH2:30]Cl)=[CH:26][CH:25]=1.ClCCl.[I-].[Na+].C(=O)([O-])[O-].[Na+].[Na+]>C(COC)OC.O.C1C=CC(P(C2C=CC=CC=2)[C-]2C=CC=C2)=CC=1.C1C=CC(P(C2C=CC=CC=2)[C-]2C=CC=C2)=CC=1.Cl[Pd]Cl.[Fe+2]>[Cl:10][C:11]1[CH:12]=[C:13]2[C:17](=[CH:18][CH:19]=1)[NH:16][CH:15]=[C:14]2[CH2:20][CH2:21][NH:22][C:23](=[O:32])[C:24]1[CH:29]=[CH:28][C:27]([CH2:30][C:3]2[CH:2]=[N:1][CH:6]=[CH:5][CH:4]=2)=[CH:26][CH:25]=1 |f:3.4,5.6.7,10.11.12.13|. Procedure: N-(2-(5-Chloro-1H-indol-3-yl)ethyl)-4-(pyridin-3-ylmethyl)benzamide was prepared according to method B with pyridin-3-ylboronic acid (0.029 g; 0.242 mmol), N-(2-(5-chloro-1H-indol-3-yl)ethyl)-4-(chloromethyl)benzamide (0.080 g; 0.231 mmol), [1,1′-bis(diphenylphosphino)ferrocene]palladium(II) chloride, complex with dichloromethane (0.018; 0.023 mmol), sodium iodide (0.070 g; 0.461 mmol) and sodium carbonate (0.049 g; 0.461 mmol) in dimethoxyethane (3 mL) and water (1 mL) was irradiated in the mic...